Dataset: the Open Reaction Database (ORD), a public repository of structured organic reaction records. Task: describe an organic reaction: reactants, conditions, products, and yield Reactants: N1=CN(C2=NC=CC=C21)C2=CC=C(C=C2)CC(=O)O ((4-imidazo[4,5-b]pyridin-3-yl-phenyl)-acetic acid), CN1CCN(CC1)CC1=C(C=C(C=C1)N)C(F)(F)F (4-(4-methyl-piperazin-1-ylmethyl)-3-trifluoromethyl-phenylamine). Run in C(Cl)Cl.CO (CH2Cl2 MeOH). Product: N1=CN(C2=NC=CC=C21)C2=CC=C(C=C2)CC(=O)NC2=CC(=C(C=C2)CN2CCN(CC2)C)C(F)(F)F (2-(4-Imidazo[4,5-b]pyridin-3-yl-phenyl)-N-[4-(4-methyl-piperazin-1-ylmethyl)-3-trifluoromethyl-phenyl]-acetamide). RXN SMILES: [N:1]1[C:9]2[C:4](=[N:5][CH:6]=[CH:7][CH:8]=2)[N:3]([C:10]2[CH:15]=[CH:14][C:13]([CH2:16][C:17]([OH:19])=O)=[CH:12][CH:11]=2)[CH:2]=1.[CH3:20][N:21]1[CH2:26][CH2:25][N:24]([CH2:27][C:28]2[CH:33]=[CH:32][C:31]([NH2:34])=[CH:30][C:29]=2[C:35]([F:38])([F:37])[F:36])[CH2:23][CH2:22]1>C(Cl)Cl.CO>[N:1]1[C:9]2[C:4](=[N:5][CH:6]=[CH:7][CH:8]=2)[N:3]([C:10]2[CH:11]=[CH:12][C:13]([CH2:16][C:17]([NH:34][C:31]3[CH:32]=[CH:33][C:28]([CH2:27][N:24]4[CH2:23][CH2:22][N:21]([CH3:20])[CH2:26][CH2:25]4)=[C:29]([C:35]([F:38])([F:37])[F:36])[CH:30]=3)=[O:19])=[CH:14][CH:15]=2)[CH:2]=1 |f:2.3|. Reported procedure: The title compound is prepared as described in Example 1 but using (4-imidazo[4,5-b]pyridin-3-yl-phenyl)-acetic acid (Step 7.1) and 4-(4-methyl-piperazin-1-ylmethyl)-3-trifluoromethyl-phenylamine (see WO 03/099771). Title compound: ES-MS: 509.0 [M+H]+; tR=3.07 min (System 1); Rf=0.10 (CH2Cl2/MeOH, 9:1).